This data is from the Open Reaction Database (ORD), a public repository of structured organic reaction records. The task is: describe an organic reaction: reactants, conditions, products, and yield Starting materials: C(C)C=1C(=NC(=CN1)CC)N[C@H]1[C@H](CC2=CC=CC=C12)O ((1R,2S)-1-[(3,6-diethylpyrazin-2-yl)amino]-2,3-dihydro-1H-inden-2-ol), ClC=1C(=NC=C(N1)C)C1CC1 (3-chloro-2-cyclopropyl-5-methylpyrazine). The product is C1(CC1)C=1C(=NC(=CN1)C)N[C@H]1[C@H](CC2=CC=CC=C12)O ((1R,2S)-1-[(3-cyclopropyl-6-methylpyrazin-2-yl)amino]-2,3-dihydro-1H-inden-2-ol). RXN SMILES: [CH2:1]([C:3]1[C:4]([NH:11][C@@H:12]2[C:20]3[C:15](=[CH:16][CH:17]=[CH:18][CH:19]=3)[CH2:14][C@@H:13]2[OH:21])=[N:5][C:6]([CH2:9]C)=[CH:7][N:8]=1)[CH3:2].Cl[C:23]1C(C2CC2)=NC=C(C)N=1>>[CH:1]1([C:3]2[C:4]([NH:11][C@@H:12]3[C:20]4[C:15](=[CH:16][CH:17]=[CH:18][CH:19]=4)[CH2:14][C@@H:13]3[OH:21])=[N:5][C:6]([CH3:9])=[CH:7][N:8]=2)[CH2:2][CH2:23]1. Procedure details: Following the procedure for the preparation of (1R,2S)-1-[(3,6-diethylpyrazin-2-yl)amino]-2,3-dihydro-1H-inden-2-ol but substituting 3-chloro-2-cyclopropyl-5-methylpyrazine and making non-critical variations provided the title compound as a solid: 1H NMR (CDCl3) δ 0.92-1.01, 1.25, 1.76, 2.36, 3.08, 3.24, 4.80, 5.38, 5.59, 7.22-7.49, 7.64; MS (ESI+) for C17H19N3O m/z 282 (M+H)+. Starting materials: [BH4-], CO, [Li+], CCOC(=O)c1c(C)nc2c(NCc3c(C)cccc3CC)cc(C(N)=O)cn12, C1CCOC1, O. Product: CCc1cccc(C)c1CNc1cc(C(N)=O)cn2c(CO)c(C)nc12. Reaction SMILES: [BH4-:30].[CH3:37][OH:38].[Li+:31].[NH2:1][C:2](=[O:3])[c:4]1[cH:5][c:6]([NH:19][CH2:20][c:21]2[c:22]([CH2:28][CH3:29])[cH:23][cH:24][cH:25][c:26]2[CH3:27])[c:7]2[n:8]([cH:9]1)[c:10]([C:14](=[O:15])[O:16][CH2:17][CH3:18])[c:11]([CH3:13])[n:12]2.[O:32]1[CH2:33][CH2:34][CH2:35][CH2:36]1.[OH2:39]>>[NH2:1][C:2](=[O:3])[c:4]1[cH:5][c:6]([NH:19][CH2:20][c:21]2[c:22]([CH2:28][CH3:29])[cH:23][cH:24][cH:25][c:26]2[CH3:27])[c:7]2[n:8]([cH:9]1)[c:10]([CH2:14][OH:15])[c:11]([CH3:13])[n:12]2. Starting materials: CSC, CCO, C=CC(OCc1ccccc1)C(C)(C)COS(=O)(=O)CCCCl, ClCCl, O=[O+][O-], O. The product is CC(C)(COS(=O)(=O)CCCCl)C(C=O)OCc1ccccc1. RXN SMILES: [CH3:28][S:29][CH3:30].[CH3:34][CH2:35][OH:36].[Cl:1][CH2:2][CH2:3][CH2:4][S:5](=[O:6])(=[O:7])[O:8][CH2:9][C:10]([CH:11]([CH:12]=[CH2:13])[O:14][CH2:15][c:16]1[cH:17][cH:18][cH:19][cH:20][cH:21]1)([CH3:22])[CH3:23].[Cl:31][CH2:32][Cl:33].[O-:25][O+:26]=[O:27].[O:24]>>[Cl:1][CH2:2][CH2:3][CH2:4][S:5](=[O:6])(=[O:7])[O:8][CH2:9][C:10]([CH:11]([CH:12]=[O:25])[O:14][CH2:15][c:16]1[cH:17][cH:18][cH:19][cH:20][cH:21]1)([CH3:22])[CH3:23]. Starting materials: CC(C)I, Oc1cccc(F)c1. Product: CC(C)Oc1cccc(F)c1. Reaction SMILES: [CH:9]([CH3:10])([CH3:11])[I:12].[F:1][c:2]1[cH:3][c:4]([OH:8])[cH:5][cH:6][cH:7]1>>[F:1][c:2]1[cH:3][c:4]([O:8][CH:9]([CH3:10])[CH3:11])[cH:5][cH:6][cH:7]1. Starting materials: FC1=CC=C(C=C1)C=1OC2=C(C1C(NC)=O)C=C(C=C2)C=2C(=CC(=C(C(=O)O)C2)OC)C (5-(2-(4-fluorophenyl)-3-(methylcarbamoyl)benzofuran-5-yl)-2-methoxy-4-methylbenzoic acid), CC=1N=COC1C1(CC1)N (1-(4-methyloxazol-5-yl)cyclopropanamine), C=1C=CC2=C(C1)N=NN2O (HOBT), CCN=C=NCCCN(C)C.Cl (EDC.HCl), C(C)(C)N(CC)C(C)C (diisopropylehtylamine). The solvent is C(Cl)Cl (DCM). Run at time 12 hour. Product: FC1=CC=C(C=C1)C=1OC2=C(C1C(=O)NC)C=C(C=C2)C2=C(C=C(C(=C2)C(NC2(CC2)C2=C(N=CO2)C)=O)OC)C (2-(4-Fluorophenyl)-5-(4-methoxy-2-methyl-5-(1-(4-methyloxazol-5-yl)cyclopropylcarbamoyl)phenyl)-N-methylbenzofuran-3-carboxamide). Reaction SMILES: [F:1][C:2]1[CH:7]=[CH:6][C:5]([C:8]2[O:9][C:10]3[CH:20]=[CH:19][C:18]([C:21]4[C:22]([CH3:32])=[CH:23][C:24]([O:30][CH3:31])=[C:25]([CH:29]=4)[C:26]([OH:28])=O)=[CH:17][C:11]=3[C:12]=2[C:13](=[O:16])[NH:14][CH3:15])=[CH:4][CH:3]=1.[CH3:33][C:34]1[N:35]=[CH:36][O:37][C:38]=1[C:39]1([NH2:42])[CH2:41][CH2:40]1.C1C=CC2N(O)N=NC=2C=1.CCN=C=NCCCN(C)C.Cl.C(N(C(C)C)CC)(C)C>C(Cl)Cl>[F:1][C:2]1[CH:3]=[CH:4][C:5]([C:8]2[O:9][C:10]3[CH:20]=[CH:19][C:18]([C:21]4[CH:29]=[C:25]([C:26](=[O:28])[NH:42][C:39]5([C:38]6[O:37][CH:36]=[N:35][C:34]=6[CH3:33])[CH2:41][CH2:40]5)[C:24]([O:30][CH3:31])=[CH:23][C:22]=4[CH3:32])=[CH:17][C:11]=3[C:12]=2[C:13]([NH:14][CH3:15])=[O:16])=[CH:6][CH:7]=1 |f:3.4|. Procedure: To a mixture of 5-(2-(4-fluorophenyl)-3-(methylcarbamoyl)benzofuran-5-yl)-2-methoxy-4-methylbenzoic acid (0.2 g, 0.46 mmol, 1 eq), 1-(4-methyloxazol-5-yl)cyclopropanamine (0.06 g, 0.46 mmol, 1.0 eq), HOBT (0.062 g, 0.46 mmol, 1.0 eq), EDC.HCl (0.08, 0.46 mmol, 1.0 eq), in DCM at ambient temperature and under a nitrogen atmosphere was added diisopropylehtylamine (0.19 ml, 1.3 mmol, 3.0 eq). The clear mixture was stirred at ambient temperature for 12 h. The mixture was concentrated, diluted with w... The reactants are COC(CC(CN1C2=C(C=3C=C(C=CC13)C)CN(CC2)C)C2=CC=NC=C2)=O (4-(2,8-dimethyl-1,2,3,4-tetrahydro-pyrido[4,3-b]indol-5-yl)-3-pyridin-4-yl-butyric acid methyl ester), [H-].[H-].[H-].[H-].[Li+].[Al+3] (LiAlH4). The solvent is C1CCOC1 (THF), C1CCOC1 (THF). Conditions: time 30 minute. The product is CN1CC2=C(N(C=3C=CC(=CC23)C)CC(CCO)C2=CC=NC=C2)CC1 (4-(2,8-dimethyl-1,2,3,4-tetrahydro-pyrido[4,3-b]indol-5-yl)-3-pyridin-4-yl-butan-1-ol). Isolated yield 24.8%. RXN SMILES: C[O:2][C:3](=O)[CH2:4][CH:5]([C:22]1[CH:27]=[CH:26][N:25]=[CH:24][CH:23]=1)[CH2:6][N:7]1[C:15]2[CH:14]=[CH:13][C:12]([CH3:16])=[CH:11][C:10]=2[C:9]2[CH2:17][N:18]([CH3:21])[CH2:19][CH2:20][C:8]1=2.[H-].[H-].[H-].[H-].[Li+].[Al+3]>C1COCC1>[CH3:21][N:18]1[CH2:19][CH2:20][C:8]2[N:7]([CH2:6][CH:5]([C:22]3[CH:27]=[CH:26][N:25]=[CH:24][CH:23]=3)[CH2:4][CH2:3][OH:2])[C:15]3[CH:14]=[CH:13][C:12]([CH3:16])=[CH:11][C:10]=3[C:9]=2[CH2:17]1 |f:1.2.3.4.5.6|. Reported procedure: A solution of 4-(2,8-dimethyl-1,2,3,4-tetrahydro-pyrido[4,3-b]indol-5-yl)-3-pyridin-4-yl-butyric acid methyl ester (300 mg, 0.795 mmol) in THF (5 mL) was added dropwise to a solution of LiAlH4 (93 mg, 2.37 mmol) in THF (10 mL). The reaction mixture was stirred at RT for 30 min. After consumption of starting material, the reaction mixture was cooled to −78° C. 0.2 mL of water and 0.2 mL of 15% NaOH solution was added and the reaction mixture was allowed to come to RT and diluted with THF and filt... Reactants: CC(C)=O, FC(F)(F)c1cccc(-c2nc(CCl)cs2)c1, [I-], [Na+], O. The product is FC(F)(F)c1cccc(-c2nc(CI)cs2)c1. Reaction SMILES: [CH3:21][C:22](=[O:23])[CH3:24].[Cl:1][CH2:2][c:3]1[n:4][c:5](-[c:8]2[cH:9][c:10]([C:14]([F:15])([F:16])[F:17])[cH:11][cH:12][cH:13]2)[s:6][cH:7]1.[I-:19].[Na+:18].[OH2:20]>>[CH2:2]([c:3]1[n:4][c:5](-[c:8]2[cH:9][c:10]([C:14]([F:15])([F:16])[F:17])[cH:11][cH:12][cH:13]2)[s:6][cH:7]1)[I:19]. Starting materials: CO, CCOC(C)=O, Nc1cc2c(cc1[N+](=O)[O-])CCC2, [O-][n+]1nc(NCCCN2CCOCC2)nc2cc3c(cc21)OCCC3. Yields the product [O-][n+]1nc(NCCCN2CCOCC2)[n+]([O-])c2cc3c(cc21)OCCC3. Reaction SMILES: [CH3:39][OH:40].[CH3:41][CH2:42][O:43][C:44]([CH3:45])=[O:46].[N+:26](=[O:27])([c:28]1[cH:29][c:30]2[c:31]([cH:35][c:36]1[NH2:37])[CH2:32][CH2:33][CH2:34]2)[O-:38].[O:1]1[CH2:2][CH2:3][N:4]([CH2:7][CH2:8][CH2:9][NH:10][c:11]2[n:12][n+:13]([O-:25])[c:14]3[c:15]([n:16]2)[cH:17][c:18]2[c:23]([cH:24]3)[O:22][CH2:21][CH2:20][CH2:19]2)[CH2:5][CH2:6]1>>[O:1]1[CH2:2][CH2:3][N:4]([CH2:7][CH2:8][CH2:9][NH:10][c:11]2[n:12][n+:13]([O-:25])[c:14]3[c:15]([n+:16]2[O-:27])[cH:17][c:18]2[c:23]([cH:24]3)[O:22][CH2:21][CH2:20][CH2:19]2)[CH2:5][CH2:6]1.